Dataset: the Open Reaction Database (ORD), a public repository of structured organic reaction records. Task: describe an organic reaction: reactants, conditions, products, and yield Starting materials: C(C1=CC=CC=C1)OC1=C(C#N)C=CC=C1Br (2-benzyloxy-3-bromobenzonitrile), C(C)(C)(C)OC(=O)N1C2C=C(CC1CC2)B2OC(C(O2)(C)C)(C)C (3-(4,4,5,5-tetramethyl-1,3,2-dioxaborolan-2-yl)-8-azabicyclo[3.2.1]oct-2-ene-8-carboxylic acid tert-butyl ester), C1CCOC1 (THF), C([O-])([O-])=O.[Na+].[Na+] (sodium carbonate). The reagents and catalysts are Cl[Pd]([P](C1=CC=CC=C1)(C2=CC=CC=C2)C3=CC=CC=C3)([P](C4=CC=CC=C4)(C5=CC=CC=C5)C6=CC=CC=C6)Cl (bis(triphenylphosphine)palladium(II) chloride). The solvent is O (water). Product: C(C)(C)(C)OC(=O)N1C2C=C(CC1CC2)C2=C(C(=CC=C2)C#N)OCC2=CC=CC=C2 (3-(2-Benzyloxy-3-cyanophenyl)-8-aza-bicyclo[3.2.1]oct-2-ene-8-carboxylic acid tert-butyl ester). The yield is 64.5%. As a reaction SMILES: [CH2:1]([O:8][C:9]1[C:16](Br)=[CH:15][CH:14]=[CH:13][C:10]=1[C:11]#[N:12])[C:2]1[CH:7]=[CH:6][CH:5]=[CH:4][CH:3]=1.[C:18]([O:22][C:23]([N:25]1[CH:30]2[CH2:31][CH2:32][CH:26]1[CH:27]=[C:28](B1OC(C)(C)C(C)(C)O1)[CH2:29]2)=[O:24])([CH3:21])([CH3:20])[CH3:19].C1COCC1.C(=O)([O-])[O-].[Na+].[Na+]>O.Cl[Pd](Cl)([P](C1C=CC=CC=1)(C1C=CC=CC=1)C1C=CC=CC=1)[P](C1C=CC=CC=1)(C1C=CC=CC=1)C1C=CC=CC=1>[C:18]([O:22][C:23]([N:25]1[CH:30]2[CH2:31][CH2:32][CH:26]1[CH:27]=[C:28]([C:16]1[CH:15]=[CH:14][CH:13]=[C:10]([C:11]#[N:12])[C:9]=1[O:8][CH2:1][C:2]1[CH:7]=[CH:6][CH:5]=[CH:4][CH:3]=1)[CH2:29]2)=[O:24])([CH3:21])([CH3:19])[CH3:20] |f:3.4.5,^1:56,75|. Procedure: To a flask was added 2-benzyloxy-3-bromobenzonitrile (1.29 g, 4.47 mmol), 3-(4,4,5,5-tetramethyl-1,3,2-dioxaborolan-2-yl)-8-azabicyclo[3.2.1]oct-2-ene-8-carboxylic acid tert-butyl ester (1.50 g, 4.47 mmol), and THF (30 mL), 2.0 M sodium carbonate in water (8.95 mL), and bis(triphenylphosphine)palladium(II) chloride (78 mg, 0.11 mmol). The reaction mixture was purged with nitrogen, heated to reflux overnight, cooled to room temperature, and concentrated. The resulting solution was diluted with DC... The reactants are Cc1ccc(C)c(CCl)c1, CCO, [K+], [OH-], Oc1ccccc1O. Product: Cc1ccc(C)c(COc2ccccc2O)c1. Reaction SMILES: [CH3:1][c:2]1[c:3]([CH2:4][Cl:5])[cH:6][c:7]([CH3:10])[cH:8][cH:9]1.[CH3:21][CH2:22][OH:23].[K+:20].[OH-:19].[OH:11][c:12]1[cH:13][cH:14][cH:15][cH:16][c:17]1[OH:18]>>[CH3:1][c:2]1[c:3]([CH2:4][O:11][c:12]2[cH:13][cH:14][cH:15][cH:16][c:17]2[OH:18])[cH:6][c:7]([CH3:10])[cH:8][cH:9]1. Starting materials: solution, [OH-].[Li+] (lithium hydroxide), ClC=1C=C(C=CC1)N1N=C(C=C1C1=CC(=CC=C1)OC(F)(F)F)C(=O)OCC (Ethyl 1-(3-chlorophenyl)-5-[3-(trifluoromethoxy)phenyl]-1H-pyrazole-3-carboxylate). Run in O (water), O1CCOCC1 (1,4-dioxane). Conditions: temperature 70 celsius, time 2 hour. Product: ClC=1C=C(C=CC1)N1N=C(C=C1C1=CC(=CC=C1)OC(F)(F)F)C(=O)O (1-(3-Chlorophenyl)-5-[3-(trifluoromethoxy)phenyl]-1H-pyrazole-3-carboxylic acid). Reaction SMILES: [Cl:1][C:2]1[CH:3]=[C:4]([N:8]2[C:12]([C:13]3[CH:18]=[CH:17][CH:16]=[C:15]([O:19][C:20]([F:23])([F:22])[F:21])[CH:14]=3)=[CH:11][C:10]([C:24]([O:26]CC)=[O:25])=[N:9]2)[CH:5]=[CH:6][CH:7]=1.[OH-].[Li+]>O1CCOCC1.O>[Cl:1][C:2]1[CH:3]=[C:4]([N:8]2[C:12]([C:13]3[CH:18]=[CH:17][CH:16]=[C:15]([O:19][C:20]([F:23])([F:22])[F:21])[CH:14]=3)=[CH:11][C:10]([C:24]([OH:26])=[O:25])=[N:9]2)[CH:5]=[CH:6][CH:7]=1 |f:1.2|. Procedure: 10.8 g (26.2 mmol) of the compound of Example 26A are provided in 236 ml of 1,4-dioxane, 236 ml (472 mmol) of a 2N solution of lithium hydroxide in water are added, and the mixture is stirred at 70° C. for 2 h. The mixture is concentrated and a 2N aqueous hydrogen chloride solution is subsequently added to the residue until the pH is acidic, the mixture is extracted with dichloromethane, and the organic phase is dried over magnesium sulfate, filtered and concentrated. 9.90 g (99% of theory) of t... RXN SMILES: [CH:1]1([CH2:4][O:5][C:6]2[N:11]=[C:10]([C:12]([OH:14])=O)[CH:9]=[CH:8][C:7]=2[N:15]2[CH2:18][C:17]([F:20])([F:19])[CH2:16]2)[CH2:3][CH2:2]1.Cl.[CH3:22][C:23]1([CH3:30])[NH:28][CH2:27][CH2:26][NH:25][C:24]1=[O:29].CN(C(ON1N=NC2C=CC=CC1=2)=[N+](C)C)C.[B-](F)(F)(F)F.CCN(C(C)C)C(C)C>>[CH:1]1([CH2:4][O:5][C:6]2[N:11]=[C:10]([C:12]([N:28]3[CH2:27][CH2:26][NH:25][C:24](=[O:29])[C:23]3([CH3:30])[CH3:22])=[O:14])[CH:9]=[CH:8][C:7]=2[N:15]2[CH2:18][C:17]([F:20])([F:19])[CH2:16]2)[CH2:2][CH2:3]1 |f:1.2,3.4|. Yields the product C1(CC1)COC1=C(C=CC(=N1)C(=O)N1C(C(NCC1)=O)(C)C)N1CC(C1)(F)F (4-[6-Cyclopropylmethoxy-5-(3,3-difluoro-azetidin-1-yl)-pyridine-2-carbonyl]-3,3-dimethyl-piperazin-2-one). Starting materials: Cl.CC1(C(NCCN1)=O)C (3,3-dimethylpiperazin-2-one hydrochloride), CN(C)C(=[N+](C)C)ON1C2=C(C=CC=C2)N=N1.[B-](F)(F)(F)F (TBTU), CCN(C(C)C)C(C)C (DIEA), C1(CC1)COC1=C(C=CC(=N1)C(=O)O)N1CC(C1)(F)F (6-cyclopropylmethoxy-5-(3,3-difluoro-azetidin-1-yl)-pyridine-2-carboxylic acid). Procedure: In analogy to the procedure described in Example 47 b), 6-cyclopropylmethoxy-5-(3,3-difluoro-azetidin-1-yl)-pyridine-2-carboxylic acid (Example 1 b)) was reacted with 3,3-dimethylpiperazin-2-one hydrochloride (CAN 1104383-07-4) in the presence of TBTU and DIEA to obtain the title compound as white solid; MS (EI): m/e=395.4 [MH+]. The reactants are O=Cc1cc(Br)cc(Br)c1O, CC(C)(C)NO. The product is CC(C)(C)[N+]([O-])=Cc1cc(Br)cc(Br)c1O. RXN SMILES: [Br:1][c:2]1[c:3]([OH:11])[c:4]([CH:5]=[O:6])[cH:7][c:8]([Br:10])[cH:9]1.[C:12]([CH3:13])([CH3:14])([CH3:15])[NH:16][OH:17]>>[Br:1][c:2]1[c:3]([OH:11])[c:4]([CH:5]=[N+:16]([C:12]([CH3:13])([CH3:14])[CH3:15])[O-:17])[cH:7][c:8]([Br:10])[cH:9]1. The reactants are CNC1CCCCC1NC, Cc1ccccc1, [Cu]I, COC(=O)c1ccc2c(F)c[nH]c2c1, Fc1ccc(I)cc1, [K+], [K+], [K+], O=P([O-])([O-])[O-]. Product: COC(=O)c1ccc2c(F)cn(-c3ccc(F)cc3)c2c1. RXN SMILES: [CH3:31][NH:32][CH:33]1[CH2:34][CH2:35][CH2:36][CH2:37][CH:38]1[NH:39][CH3:40].[CH3:43][c:44]1[cH:45][cH:46][cH:47][cH:48][cH:49]1.[Cu:41][I:42].[F:1][c:2]1[cH:3][nH:4][c:5]2[cH:6][c:7]([C:11](=[O:12])[O:13][CH3:14])[cH:8][cH:9][c:10]12.[F:23][c:24]1[cH:25][cH:26][c:27]([I:30])[cH:28][cH:29]1.[K+:20].[K+:21].[K+:22].[P:15]([O-:16])([O-:17])([O-:18])=[O:19]>>[F:1][c:2]1[cH:3][n:4](-[c:27]2[cH:26][cH:25][c:24]([F:23])[cH:29][cH:28]2)[c:5]2[cH:6][c:7]([C:11](=[O:12])[O:13][CH3:14])[cH:8][cH:9][c:10]12. Yields the product CC(C)C1=C(C(=CC=C1)C(C)C)NC(CC(CC(C1=CC=CC=C1)C1=CC=CC=C1)=O)=O (N-(2,6-bis(1-methylethyl)phenyl]-β-oxo-δ-phenyl-benzene-pentanamide). RXN SMILES: [C:1]1([CH:7]([C:12]2[CH:17]=[CH:16][CH:15]=[CH:14][CH:13]=2)[CH2:8][C:9](=[O:11])[CH3:10])[CH:6]=[CH:5][CH:4]=[CH:3][CH:2]=1.[CH:18]([C:21]1[CH:26]=[CH:25][CH:24]=[C:23]([CH:27]([CH3:29])[CH3:28])[C:22]=1[N:30]=[C:31]=[O:32])([CH3:20])[CH3:19].C([N-]C(C)C)(C)C.[Li+]>>[CH3:20][CH:18]([C:21]1[CH:26]=[CH:25][CH:24]=[C:23]([CH:27]([CH3:28])[CH3:29])[C:22]=1[NH:30][C:31](=[O:32])[CH2:10][C:9](=[O:11])[CH2:8][CH:7]([C:1]1[CH:2]=[CH:3][CH:4]=[CH:5][CH:6]=1)[C:12]1[CH:13]=[CH:14][CH:15]=[CH:16][CH:17]=1)[CH3:19] |f:2.3|. The reactants are C1(=CC=CC=C1)C(CC(C)=O)C1=CC=CC=C1 (4,4-diphenylbutan-2-one), C(C)(C)C1=C(C(=CC=C1)C(C)C)N=C=O (2.6-diisopropylphenyl isocyanate), C(C)(C)[N-]C(C)C.[Li+] (lithium diisopropylamide). Procedure details: The title compound, mp 146°-148° C., was prepared from 4,4-diphenylbutan-2-one (3.50 g, 0.015 mol), 2.6-diisopropylphenyl isocyanate (3.17 g, 0.015 mol) and lithium diisopropylamide (0.015 mol) using the procedure described in Example 1. Reactants: N#Cc1cccc(C2CC(=O)C=CN2C(=O)c2ccccc2)c1, C[O-], CO, [Na+], O=P([O-])([O-])[O-]. Yields the product N#Cc1cccc(C2CC(=O)C=CN2)c1. As a reaction SMILES: [C:1](=[O:2])([c:3]1[cH:4][cH:5][cH:6][cH:7][cH:8]1)[N:9]1[CH:10]([c:16]2[cH:17][c:18]([C:19]#[N:20])[cH:21][cH:22][cH:23]2)[CH2:11][C:12](=[O:15])[CH:13]=[CH:14]1.[CH3:24][O-:25].[CH3:32][OH:33].[Na+:26].[O-:27][P:28](=[O:29])([O-:30])[O-:31]>>[NH:9]1[CH:10]([c:16]2[cH:17][c:18]([C:19]#[N:20])[cH:21][cH:22][cH:23]2)[CH2:11][C:12](=[O:15])[CH:13]=[CH:14]1. Reactants: [C+4], Cn1nc(-c2ccc(F)cc2)c(-c2ccncc2)c1NC(=O)Cc1ccc(OCc2ccccc2)cc1, C1=CCCCC1, CCO, [OH-], [OH-], [OH-], [OH-], [OH-], [OH-], [Pd+2]. Yields the product Cn1nc(-c2ccc(F)cc2)c(-c2ccncc2)c1NC(=O)Cc1ccc(O)cc1. As a reaction SMILES: [C+4:44].[CH2:1]([c:2]1[cH:3][cH:4][cH:5][cH:6][cH:7]1)[O:8][c:9]1[cH:10][cH:11][c:12]([CH2:15][C:16](=[O:17])[NH:18][c:19]2[c:20](-[c:32]3[cH:33][cH:34][n:35][cH:36][cH:37]3)[c:21](-[c:25]3[cH:26][cH:27][c:28]([F:31])[cH:29][cH:30]3)[n:22][n:23]2[CH3:24])[cH:13][cH:14]1.[CH2:38]1[CH2:39][CH:40]=[CH:41][CH2:42][CH2:43]1.[CH3:52][CH2:53][OH:54].[OH-:45].[OH-:47].[OH-:48].[OH-:49].[OH-:50].[OH-:51].[Pd+2:46]>>[OH:8][c:9]1[cH:10][cH:11][c:12]([CH2:15][C:16](=[O:17])[NH:18][c:19]2[c:20](-[c:32]3[cH:33][cH:34][n:35][cH:36][cH:37]3)[c:21](-[c:25]3[cH:26][cH:27][c:28]([F:31])[cH:29][cH:30]3)[n:22][n:23]2[CH3:24])[cH:13][cH:14]1. Reactants: solution, [F-].C(CCC)[N+](CCCC)(CCCC)CCCC (tetrabutylammonium fluoride), O1CCCC1 (tetrahydrofuran), C(C)C(CC)(C1=CC(=C(C=C1)CCC1(CCCCC1)O[Si](C)(C)C)C)C1=CC(=C(C=C1)B1OC(C(O1)(C)C)(C)C)C (2-[4-(1-ethyl-1-{3-methyl-4-[2-(1-trimethylsilanyloxy-cyclohexyl)-ethyl]-phenyl}-propyl)-2-methyl-phenyl]-4,4,5,5-tetramethyl-[1,3,2]dioxaborolane). Reaction conditions: time 3 hour. Yields the product C(C)C(CC)(C1=CC(=C(C=C1)B1OC(C(O1)(C)C)(C)C)C)C1=CC(=C(C=C1)CCC1(CCCCC1)O)C (1-[2-(4-{1-ethyl-1-[3-methyl-4-(4,4,5,5-tetramethyl-[1,3,2]dioxaborolan-2-yl)-phenyl]-propyl}-2-methyl-phenyl)-ethyl]-cyclohexanol). Isolated yield 76.2%. As a reaction SMILES: [F-].C([N+](CCCC)(CCCC)CCCC)CCC.O1CCCC1.[CH2:24]([C:26]([C:49]1[CH:54]=[CH:53][C:52]([B:55]2[O:59][C:58]([CH3:61])([CH3:60])[C:57]([CH3:63])([CH3:62])[O:56]2)=[C:51]([CH3:64])[CH:50]=1)([C:29]1[CH:34]=[CH:33][C:32]([CH2:35][CH2:36][C:37]2([O:43][Si](C)(C)C)[CH2:42][CH2:41][CH2:40][CH2:39][CH2:38]2)=[C:31]([CH3:48])[CH:30]=1)[CH2:27][CH3:28])[CH3:25]>>[CH2:24]([C:26]([C:29]1[CH:34]=[CH:33][C:32]([CH2:35][CH2:36][C:37]2([OH:43])[CH2:42][CH2:41][CH2:40][CH2:39][CH2:38]2)=[C:31]([CH3:48])[CH:30]=1)([C:49]1[CH:54]=[CH:53][C:52]([B:55]2[O:59][C:58]([CH3:60])([CH3:61])[C:57]([CH3:62])([CH3:63])[O:56]2)=[C:51]([CH3:64])[CH:50]=1)[CH2:27][CH3:28])[CH3:25] |f:0.1|. Reported procedure: A 1 M solution of tetrabutylammonium fluoride in tetrahydrofuran (0.95 mL, 0.95 mmol) was added to 2-[4-(1-ethyl-1-{3-methyl-4-[2-(1-trimethylsilanyloxy-cyclohexyl)-ethyl]-phenyl}-propyl)-2-methyl-phenyl]-4,4,5,5-tetramethyl-[1,3,2]dioxaborolane (Example 37-(1); 0.23 g, 0.39 mmol), and the mixture was stirred for three hours. The reaction mixture was purified by silica gel chromatography (14% ethyl acetate/hexane) to give the title compound (0.15 g, 76%).